This data is from the Open Reaction Database (ORD), a public repository of structured organic reaction records. The task is: describe an organic reaction: reactants, conditions, products, and yield Starting materials: [H-].[Na+] (Sodium hydride), Cl[C@H]1CN(CCCC1)CCC1=CC=C(C=C1)OC ((R)-3-chloro-1-(4-methoxyphenethyl)homopiperidine), C1=CC=CC=2NC3=C(OCC21)C=CC=C3 (5,11-Dihydrodibenzo[b,e][1,4]oxazepine). The solvent is C(O)([O-])=O.[Na+] (sodium hydrogencarbonate), CCCCCC (hexane), CS(=O)C (dimethyl sulfoxide), C(C)(=O)OCC (ethyl acetate), CS(=O)C (dimethyl sulfoxide). Reaction conditions: time 30 minute. Yields the product COC1=CC=C(CCN2[C@H](CCCC2)CN2C3=C(OCC4=C2C=CC=C4)C=CC=C3)C=C1 ((R)-5,11-dihydro-5-[1-(4-methoxyphenethyl) piperidine-2-ylmethyl] dibenzo[b,e][1,4]oxazepine), solid. The yield is 73.0%. As a reaction SMILES: [H-].[Na+].[CH:3]1[C:13]2[CH2:12][O:11][C:10]3[CH:14]=[CH:15][CH:16]=[CH:17][C:9]=3[NH:8][C:7]=2[CH:6]=[CH:5][CH:4]=1.Cl[C@@H:19]1[CH2:25][CH2:24][CH2:23][CH2:22][N:21]([CH2:26][CH2:27][C:28]2[CH:33]=[CH:32][C:31]([O:34][CH3:35])=[CH:30][CH:29]=2)[CH2:20]1>CCCCCC.CS(C)=O.C(=O)([O-])O.[Na+].C(OCC)(=O)C>[CH3:35][O:34][C:31]1[CH:30]=[CH:29][C:28]([CH2:27][CH2:26][N:21]2[CH2:22][CH2:23][CH2:24][CH2:25][C@@H:20]2[CH2:19][N:8]2[C:7]3[CH:6]=[CH:5][CH:4]=[CH:3][C:13]=3[CH2:12][O:11][C:10]3[CH:14]=[CH:15][CH:16]=[CH:17][C:9]2=3)=[CH:33][CH:32]=1 |f:0.1,6.7|. Procedure details: 60% Sodium hydride (88 mg, 2.2 mmol) was washed with hexane under argon atmosphere, and then suspended in dimethyl sulfoxide (10 ml). The obtained suspension was stirred at room temperature for 30 minutes. 5,11-Dihydrodibenzo[b,e][1,4]oxazepine (0.40 g, 2 mmol) was added to the suspension, and they were stirred at room temperature for 30 minutes and then at 50° C. for 30 minutes. A solution of (R)-3-chloro-1-(4-methoxyphenethyl)homopiperidine (0.59 g, 2.2 mmol) in dimethyl sulfoxide (5 ml) was a... The reactants are C(C1=CC=CC=C1)OC1=CC(=C(C=C1)CC(C(=O)O)=O)[N+](=O)[O-] (3-(4-Benzyloxy-2-nitrophenyl)-2-oxopropanoic acid), CO (methanol), Cl (Hydrochloric acid). Yields the product COC(C(CC1=C(C=C(C=C1)OCC1=CC=CC=C1)[N+](=O)[O-])=O)=O (3-(4benzyloxy-2-nitrophenyl)-2-oxopropanoic acid methyl ester). Isolated yield 71.0%. Reaction SMILES: [CH2:1]([O:8][C:9]1[CH:14]=[CH:13][C:12]([CH2:15][C:16](=[O:20])[C:17]([OH:19])=[O:18])=[C:11]([N+:21]([O-:23])=[O:22])[CH:10]=1)[C:2]1[CH:7]=[CH:6][CH:5]=[CH:4][CH:3]=1.Cl.[CH3:25]O>>[CH3:25][O:18][C:17](=[O:19])[C:16](=[O:20])[CH2:15][C:12]1[CH:13]=[CH:14][C:9]([O:8][CH2:1][C:2]2[CH:3]=[CH:4][CH:5]=[CH:6][CH:7]=2)=[CH:10][C:11]=1[N+:21]([O-:23])=[O:22]. Reported procedure: 3-(4-Benzyloxy-2-nitrophenyl)-2-oxopropanoic acid (40 g; 0.127 mole) was dissolved in methanol (300 ml). Hydrochloric acid (conc, 10 ml) was added under stirring. The reaction mixture was heated to reflux for 3.5 hours and then evaporated to dryness. Dichloromethane and water were added to the residue and the phases were separated. The organic phase was washed with diluted sodium hydrogencarbonate solution and water, and dried with magnesium sulfate. Filtration through a short silica gel column ...